This data is from the Open Reaction Database (ORD), a public repository of structured organic reaction records. The task is: describe an organic reaction: reactants, conditions, products, and yield The reactants are C1CCNCC1, CCO, O=Cc1ccccc1, O=C1CSC(=O)N1. Product: O=C1NC(=O)C(=Cc2ccccc2)S1. As a reaction SMILES: [CH2:16]1[CH2:17][CH2:18][NH:19][CH2:20][CH2:21]1.[CH3:22][CH2:23][OH:24].[CH:8](=[O:9])[c:10]1[cH:11][cH:12][cH:13][cH:14][cH:15]1.[S:1]1[C:2](=[O:7])[NH:3][C:4](=[O:6])[CH2:5]1>>[S:1]1[C:2](=[O:7])[NH:3][C:4](=[O:6])[C:5]1=[CH:8][c:10]1[cH:11][cH:12][cH:13][cH:14][cH:15]1. Yields the product NC(=O)CN1CCC(F)(COc2cccc3ccc(-c4nnc5ccccn45)nc23)CC1. RXN SMILES: [Br:36][CH2:37][C:38](=[O:39])[NH2:40].[CH2:46]1[O:47][CH2:48][CH2:49][CH2:50]1.[Cl:51][CH2:52][Cl:53].[ClH:1].[ClH:2].[Na+:45].[O-:41][C:42]([OH:43])=[O:44].[O:31]=[CH:32][N:33]([CH3:34])[CH3:35].[OH2:54].[n:3]1[n:4][c:5](-[c:12]2[n:13][c:14]3[c:15]([O:22][CH2:23][C:24]4([F:30])[CH2:25][CH2:26][NH:27][CH2:28][CH2:29]4)[cH:16][cH:17][cH:18][c:19]3[cH:20][cH:21]2)[n:6]2[c:7]1[cH:8][cH:9][cH:10][cH:11]2>>[n:3]1[n:4][c:5](-[c:12]2[n:13][c:14]3[c:15]([O:22][CH2:23][C:24]4([F:30])[CH2:25][CH2:26][N:27]([CH2:37][C:38](=[O:39])[NH2:40])[CH2:28][CH2:29]4)[cH:16][cH:17][cH:18][c:19]3[cH:20][cH:21]2)[n:6]2[c:7]1[cH:8][cH:9][cH:10][cH:11]2. Reactants: NC(=O)CBr, C1CCOC1, ClCCl, Cl, Cl, [Na+], O=C([O-])O, CN(C)C=O, O, FC1(COc2cccc3ccc(-c4nnc5ccccn45)nc23)CCNCC1. The reactants are P(=O)(Cl)(Cl)Cl (phosphorus oxychloride), N1=C(C=CC=C1C)C (2,6-lutidine), CC=1C=C(C=CC1OC)C=1C=CC=2N=CNC(C2N1)=O (6-(3-methyl-4-methoxyphenyl)-pyrido[3,2-d]pyrimidin-4(3H)one). Run in C1(=CC=CC=C1)C (toluene). Product: ClC=1C2=C(N=CN1)C=CC(=N2)C2=CC(=C(C=C2)OC)C (4-chloro-6-(3-methyl-4-methoxyphenyl)-pyrido[3,2-d]pyrimidine). Isolated yield 74.5%. RXN SMILES: [CH3:1][C:2]1[CH:3]=[C:4]([C:10]2[CH:11]=[CH:12][C:13]3[N:14]=[CH:15][NH:16][C:17](=O)[C:18]=3[N:19]=2)[CH:5]=[CH:6][C:7]=1[O:8][CH3:9].P(Cl)(Cl)([Cl:23])=O.N1C(C)=CC=CC=1C>C1(C)C=CC=CC=1>[Cl:23][C:17]1[C:18]2[N:19]=[C:10]([C:4]3[CH:5]=[CH:6][C:7]([O:8][CH3:9])=[C:2]([CH3:1])[CH:3]=3)[CH:11]=[CH:12][C:13]=2[N:14]=[CH:15][N:16]=1. Procedure: To a suspension of 6-(3-methyl-4-methoxyphenyl)-pyrido[3,2-d]pyrimidin-4(3H)one (1.41 mmole) in toluene (80 ml) was added phosphorus oxychloride (4.23 mmole) and 2,6-lutidine (4.23 mmole). The reaction mixture was refluxed for 16 hours until a black solution was obtained. After evaporation to dryness, the residue was redissolved in ethyl acetate and extracted with a saturated sodium bicarbonate solution. The combined organic layers were evaporated in vacuo. The residue was purified by silica gel... Reactants: crude product, C(=O)(C(F)(F)F)O (TFA), N1CCC(CC1)N1CC(C1)(N1N=CC(=C1)C=1C2=C(N=CN1)N(C=C2)COCC[Si](C)(C)C)CC#N ({1-piperidin-4-yl-3-[4-(7-{[2-(trimethylsilyl)ethoxy]methyl}-7H-pyrrolo[2,3-d]pyrimidin-4-yl)-1H-pyrazol-1-yl]azetidin-3-yl}acetonitrile), C(C)(C)N(C(C)C)CC (N,N-diisopropylethylamine), N(=C=O)C(C)C (2-isocyanatopropane). Run in C(Cl)Cl (methylene chloride). Conditions: time 2 hour. Product: C(#N)CC1(CN(C1)C1CCN(CC1)C(=O)NC(C)C)N1N=CC(=C1)C=1C2=C(N=CN1)NC=C2 (4-{3-(cyanomethyl)-3-[4-(7H-pyrrolo[2,3-d]pyrimidin-4-yl)-1H-pyrazol-1-yl]azetidin-1-yl}-N-isopropylpiperidine-1-carboxamide). RXN SMILES: [NH:1]1[CH2:6][CH2:5][CH:4]([N:7]2[CH2:10][C:9]([CH2:33][C:34]#[N:35])([N:11]3[CH:15]=[C:14]([C:16]4[C:17]5[CH:24]=[CH:23][N:22](COCC[Si](C)(C)C)[C:18]=5[N:19]=[CH:20][N:21]=4)[CH:13]=[N:12]3)[CH2:8]2)[CH2:3][CH2:2]1.C(N(CC)C(C)C)(C)C.[N:45]([CH:48]([CH3:50])[CH3:49])=[C:46]=[O:47].C(O)(C(F)(F)F)=O>C(Cl)Cl>[C:34]([CH2:33][C:9]1([N:11]2[CH:15]=[C:14]([C:16]3[C:17]4[CH:24]=[CH:23][NH:22][C:18]=4[N:19]=[CH:20][N:21]=3)[CH:13]=[N:12]2)[CH2:10][N:7]([CH:4]2[CH2:3][CH2:2][N:1]([C:46]([NH:45][CH:48]([CH3:50])[CH3:49])=[O:47])[CH2:6][CH2:5]2)[CH2:8]1)#[N:35]. Procedure details: To a solution of {1-piperidin-4-yl-3-[4-(7-{[2-(trimethylsilyl)ethoxy]methyl}-7H-pyrrolo[2,3-d]pyrimidin-4-yl)-1H-pyrazol-1-yl]azetidin-3-yl}acetonitrile (0.075 g, 0.15 mmol, prepared as described in Example 1, Step H, except worked up to provide the free base) in methylene chloride (2 mL) was added N,N-diisopropylethylamine (0.026 mL, 0.15 mmol) followed by 2-isocyanatopropane (20 μL, 0.2 mmol, Aldrich). The reaction was continued for 2 hours. The crude product was deprotected by the addition o... The reactants are FC=1C=CC(=C(C(=O)O)C1)OC (5-fluoro-2-methoxybenzoic acid), [Li]CCCC (n-BuLi), CCCCCC (n-hexane), CI (MeI), C(C)(C)NC(C)C (Diisopropyl amine). The solvent is C1CCOC1 (THF), C1CCOC1 (THF), C1CCOC1 (THF). Conditions: temperature -78 celsius, time 60 minute. Product: FC=1C(=C(C(=O)O)C(=CC1)OC)C (3-fluoro-6-methoxy-2-methylbenzoic acid). Isolated yield 229.6%. As a reaction SMILES: [CH:1](NC(C)C)(C)C.[Li]CCCC.CCCCCC.[F:19][C:20]1[CH:21]=[CH:22][C:23]([O:29][CH3:30])=[C:24]([CH:28]=1)[C:25]([OH:27])=[O:26].CI>C1COCC1>[F:19][C:20]1[C:28]([CH3:1])=[C:24]([C:23]([O:29][CH3:30])=[CH:22][CH:21]=1)[C:25]([OH:27])=[O:26]. Procedure details: Diisopropyl amine (478 g, 4.725 mol) and anhydrous THF (2.8 L) were charged to a 10 L 4-neck flask equipped with gas inlet, addition funnel, thermometer and mechanical stirrer. The solution was degassed with N2 for 5 min then cooled to −78° C. with dry ice acetone bath under N2 flow. A solution of n-BuLi in n-hexane (1.8 L, 2.5 M, 4.5 mol) was added to the stirring mixture at −20° C.˜−10° C. over 40 min. After the addition, the reaction was stirred at −20° C. for 40 min A solution of 5-fluoro-2-...